Dataset: the Open Reaction Database (ORD), a public repository of structured organic reaction records. Task: describe an organic reaction: reactants, conditions, products, and yield Yields the product CC(C)(C)OC(=O)NC(Cc1cc(Br)ccc1F)C(=O)OCc1ccccc1. RXN SMILES: [Br:1][c:2]1[cH:3][cH:4][c:5]([F:28])[c:6]([CH:8]=[C:9]([C:10](=[O:11])[O:12][CH2:13][c:14]2[cH:15][cH:16][cH:17][cH:18][cH:19]2)[NH:20][C:21](=[O:22])[O:23][C:24]([CH3:25])([CH3:26])[CH3:27])[cH:7]1.[CH3:31][CH2:32][OH:33].[H:29][H:30]>>[Br:1][c:2]1[cH:3][cH:4][c:5]([F:28])[c:6]([CH2:8][CH:9]([C:10](=[O:11])[O:12][CH2:13][c:14]2[cH:15][cH:16][cH:17][cH:18][cH:19]2)[NH:20][C:21](=[O:22])[O:23][C:24]([CH3:25])([CH3:26])[CH3:27])[cH:7]1. Starting materials: CC(C)(C)OC(=O)NC(=Cc1cc(Br)ccc1F)C(=O)OCc1ccccc1, CCO, [H][H]. The reactants are C1(CC1)NC(=O)C=1N=NN(C1CO)C1=CC=C(C=C1)C(=O)NCC (N-cyclopropyl-1-{4-[(ethylamino)carbonyl]phenyl}-5-(hydroxymethyl)-1H-1,2,3-triazole-4-carboxamide), FC1=CC=C(C=C1)N=C=O (1-fluoro-4-isocyanatobenzene). The solvent is N1=CC=CC=C1 (pyridine). Run at temperature 60 celsius. Yields the product FC1=CC=C(C=C1)NC(OCC1=C(N=NN1C1=CC=C(C=C1)C(=O)NCC)C(=O)NC1CC1)=O ((4-[(cyclopropylamino)carbonyl]-1-{4-[(ethylamino)carbonyl]phenyl}-1H-1,2,3-triazol-5-yl)methyl (4-fluorophenyl)carbamate). Isolated yield 35.7%. As a reaction SMILES: [CH:1]1([NH:4][C:5]([C:7]2[N:8]=[N:9][N:10]([C:14]3[CH:19]=[CH:18][C:17]([C:20]([NH:22][CH2:23][CH3:24])=[O:21])=[CH:16][CH:15]=3)[C:11]=2[CH2:12][OH:13])=[O:6])[CH2:3][CH2:2]1.[F:25][C:26]1[CH:31]=[CH:30][C:29]([N:32]=[C:33]=[O:34])=[CH:28][CH:27]=1>N1C=CC=CC=1>[F:25][C:26]1[CH:31]=[CH:30][C:29]([NH:32][C:33](=[O:34])[O:13][CH2:12][C:11]2[N:10]([C:14]3[CH:19]=[CH:18][C:17]([C:20]([NH:22][CH2:23][CH3:24])=[O:21])=[CH:16][CH:15]=3)[N:9]=[N:8][C:7]=2[C:5]([NH:4][CH:1]2[CH2:2][CH2:3]2)=[O:6])=[CH:28][CH:27]=1. Procedure: To a solution of N-cyclopropyl-1-{4-[(ethylamino)carbonyl]phenyl}-5-(hydroxymethyl)-1H-1,2,3-triazole-4-carboxamide (200 mg) obtained in Example 112 in pyridine (5 ml) was added 1-fluoro-4-isocyanatobenzene (125 mg) and the mixture was heated at 60° C. for 18 hr. The solvent was evaporated under reduced pressure and the obtained residue was recrystallized from ethyl acetate/hexane to give the title compound as a colorless powder (101 mg). The reactants are copolyester, C1(C2=CC=C(C(=O)OCCO1)C=C2)=O (ethylene terephthalate), polyester-a, polyester-a. Solvent: C(CO)O (ethylene glycol). Product: C(C1=CC=C(C(=O)O)C=C1)(=O)O (terephthalic acid), glycol. As a reaction SMILES: [C:1]1(=[O:14])[O:11]CC[O:8][C:6](=[O:7])[C:5]2[CH:12]=[CH:13][C:2]1=[CH:3][CH:4]=2>C(O)CO>[C:1]([OH:14])(=[O:11])[C:2]1[CH:13]=[CH:12][C:5]([C:6]([OH:8])=[O:7])=[CH:4][CH:3]=1. Procedure: The polymer composition forming the supporting film of the present invention may be the polyester-a alone. This polyester-a is a copolyester containing ethylene terephthalate units as a main recurring unit and having a melting point of 210 to 250° C. The polyester-a is obtained from terephthalic acid as an acid component, ethylene glycol as a glycol component and further a copolymer component. The copolymer component may be either an acid component or a glycol component. Illustrative examples of... Reactants: C(#N)C1=CC(=C(C=C1O)N1C=2N(C(=CC1=O)C(F)(F)F)C=CN2)F (8-(4-cyano-2-fluoro-5-hydroxyphenyl)-7,8-dihydro-5-trifluoromethylimidazo[1,2-a]pyrimidin-7-one), C(C#C)Br (propargyl bromide), C([O-])([O-])=O.[K+].[K+] (potassium carbonate). The solvent is C(C)#N (acetonitrile). Yields the product C(#N)C1=CC(=C(C=C1OCC#C)N1C=2N(C(=CC1=O)C(F)(F)F)C=CN2)F (8-(4-cyano-2-fluoro-5-propargyloxyphenyl)-7,8-dihydro-5-trifluoromethylimidazo[1,2-a]pyrimidin-7-one). As a reaction SMILES: [C:1]([C:3]1[C:8]([OH:9])=[CH:7][C:6]([N:10]2[C:15](=[O:16])[CH:14]=[C:13]([C:17]([F:20])([F:19])[F:18])[N:12]3[CH:21]=[CH:22][N:23]=[C:11]23)=[C:5]([F:24])[CH:4]=1)#[N:2].[CH2:25](Br)[C:26]#[CH:27].C(=O)([O-])[O-].[K+].[K+]>C(#N)C>[C:1]([C:3]1[C:8]([O:9][CH2:27][C:26]#[CH:25])=[CH:7][C:6]([N:10]2[C:15](=[O:16])[CH:14]=[C:13]([C:17]([F:18])([F:20])[F:19])[N:12]3[CH:21]=[CH:22][N:23]=[C:11]23)=[C:5]([F:24])[CH:4]=1)#[N:2] |f:2.3.4|. Reported procedure: A mixture of 8-(4-cyano-2-fluoro-5-hydroxyphenyl)-7,8-dihydro-5-trifluoromethylimidazo[1,2-a]pyrimidin-7-one (0.23 g), propargyl bromide (0.16 g), potassium carbonate (0.14 g) and acetonitrile (15 ml) was heated to reflux for 2 hours. The solvent was distilled off under reduced pressure. The residue was added with water and extracted with ethyl acetate. The extract layer was washed with water and dried on anhydrous magnesium sulfate. The solvent was distilled off under reduced pressure and the r... Reactants: CO (methanol), 1-ethyl-3-(3-dimethylaminopropyl)-3-carbodiimide hydrochloride, CN(C)C1=NC=CC=C1 (dimethylaminopyridine), crude product, Cl.C(C)OC(CN)=O (glycine ethyl ester hydrochloride), C(O)([O-])=O.[Na+] (sodium hydrogencarbonate), [N+](=O)([O-])C=1C=C(C(=O)O)C=CC1CBr (3-nitro-4-bromomethylbenzoic acid). Run in ClCCl (dichloromethane), C1CCOC1 (THF), ClCCl (dichloromethane). Conditions: time 3 hour. Product: C(C)OC(=O)CNCC1=C(C=C(C(=O)OC)C=C1)[N+](=O)[O-] (methyl 4-[(ethoxycarbonylmethylamino)methyl]-3-nitrobenzoate). RXN SMILES: [N+:1]([C:4]1[CH:5]=[C:6]([CH:10]=[CH:11][C:12]=1[CH2:13]Br)[C:7]([OH:9])=[O:8])([O-:3])=[O:2].CO.[CH3:17]N(C1C=CC=CN=1)C.Cl.[CH2:27]([O:29][C:30](=[O:33])[CH2:31][NH2:32])[CH3:28].C(=O)([O-])O.[Na+]>ClCCl.C1COCC1>[CH2:27]([O:29][C:30]([CH2:31][NH:32][CH2:13][C:12]1[CH:11]=[CH:10][C:6]([C:7]([O:9][CH3:17])=[O:8])=[CH:5][C:4]=1[N+:1]([O-:3])=[O:2])=[O:33])[CH3:28] |f:3.4,5.6|. Procedure: 2.5 g (9.6 mmol) of 3-nitro-4-bromomethylbenzoic acid was dissolved in 100 ml of dichloromethane. 0.78 ml (19.2 mmol) of methanol, 2.2 g (11.5 mmol) of 1-ethyl-3-(3-dimethylaminopropyl)-3-carbodiimide hydrochloride and 30 mg of dimethylaminopyridine were added to the obtained solution, and they were stirred at room temperature for 3 hours. The reaction mixture was treated with dichloromethane as the extracting solvent by an ordinary method to obtain the crude product. The crude product was disso... Reactants: CCCCC (pentane), C(C)(C)(C)[Li] (t-butyl-lithium), C(C)(C)(C)[Sn](C(C)(C)C)(F)Cl (di-t-butyltin chloride fluoride). The solvent is CCCCCCC (heptane). Reaction conditions: temperature -78 celsius, time 2 hour. The product is C(C)(C)(C)[Sn](C(C)(C)C)(C(C)(C)C)Cl (Tri-t-butyltin chloride). Reaction SMILES: [C:1]([Sn:5]([Cl:11])(F)[C:6]([CH3:9])([CH3:8])[CH3:7])([CH3:4])([CH3:3])[CH3:2].CCCCC.[C:17]([Li])([CH3:20])([CH3:19])[CH3:18]>CCCCCCC>[C:1]([Sn:5]([Cl:11])([C:17]([CH3:20])([CH3:19])[CH3:18])[C:6]([CH3:9])([CH3:8])[CH3:7])([CH3:4])([CH3:3])[CH3:2]. Procedure details: A suspension of di-t-butyltin chloride fluoride (5.0 g., 0.017 mole) in heptane (100 ml.) was cooled to -78° C., and a pentane solution of t-butyl-lithium (20 ml., 1.95 M) was added dropwise. After the addition was completed, stirring was continued for 2 hrs., the cooling bath was removed, and the mixture was allowed to warm to room temperature with stirring for 6 more hrs. The resulting pale yellow mixture was worked up to give a thick, pale yellow oil which was chromatographed with pentane. Ev... The reactants are C12C(C3CC(CC(C1)C3)C2)N2NC(C2=O)(C)C (2-(Adamantan-2-yl)-4,4-dimethyl-1,2-diazetidin-3-one), ClC1=CC=C(C=C1)S(=O)(=O)Cl (4-chlorobenzene sulfonyl chloride). Product: ClC1=CC=C(C=C1)S(=O)(=O)N1N(C(C1(C)C)=O)C1C2CC3CC(CC1C3)C2 (1-[(4-chlorophenyl)sulfonyl]-4,4-dimethyl-2-(adamantan-2-yl)-1,2-diazetidin-3-one). As a reaction SMILES: [CH:1]12[CH2:10][CH:5]3[CH2:6][CH:7]([CH2:9][CH:3]([CH2:4]3)[CH:2]1[N:11]1[C:14](=[O:15])[C:13]([CH3:17])([CH3:16])[NH:12]1)[CH2:8]2.[Cl:18][C:19]1[CH:24]=[CH:23][C:22]([S:25](Cl)(=[O:27])=[O:26])=[CH:21][CH:20]=1>>[Cl:18][C:19]1[CH:24]=[CH:23][C:22]([S:25]([N:12]2[C:13]([CH3:17])([CH3:16])[C:14](=[O:15])[N:11]2[CH:2]2[CH:3]3[CH2:4][CH:5]4[CH2:6][CH:7]([CH2:8][CH:1]2[CH2:10]4)[CH2:9]3)(=[O:27])=[O:26])=[CH:21][CH:20]=1. Procedure details: 2-(Adamantan-2-yl)-4,4-dimethyl-1,2-diazetidin-3-one prepared in Process 5 of Example 12 and 4-chlorobenzene sulfonyl chloride were used for a similar reaction and treatment as Example 169, and the title compound was obtained as a colorless crystalline powder.